Dataset: the Open Reaction Database (ORD), a public repository of structured organic reaction records. Task: describe an organic reaction: reactants, conditions, products, and yield Starting materials: [Li+].C1[C@@H]2N(C1=O)[C@H](/C(=C/CO)/O2)C(=O)[O-] (Lithium clavulanate), CC(=O)C (acetone), P(=O)([O-])([O-])[O-].[K+].[K+].[K+] (potassium phosphate), C(C)(C)O (Isopropanol). Solvent: O (water). Yields the product C1[C@@H]2N(C1=O)[C@H](/C(=C/CO)/O2)C(=O)[O-].[K+] (potassium clavulanate). As a reaction SMILES: [Li+].[CH2:2]1[C:5](=[O:6])[N:4]2[C@@H:7]([C:13]([O-:15])=[O:14])/[C:8](/[O:12][C@H:3]12)=[CH:9]/[CH2:10][OH:11].P([O-])([O-])([O-])=O.[K+:21].[K+].[K+].C(O)(C)C.CC(C)=O>O>[CH2:2]1[C:5](=[O:6])[N:4]2[C@@H:7]([C:13]([O-:15])=[O:14])/[C:8](/[O:12][C@H:3]12)=[CH:9]/[CH2:10][OH:11].[K+:21] |f:0.1,2.3.4.5,9.10|. Reported procedure: Lithium clavulanate (7.15 g, estimated purity 68% pfa; 0.025 M) was stirred in water (45 mls) and about 200 mg insoluble material filtered off. The filtrate (dark brown) was chilled in an ice bath and the potassium phosphate (10.1 mls of 1 M solution; 1.2 equivalents) added in one lot. Isopropanol (32 mls) was added over 1/2 hr by which time some gummy material separated out. The mixture was made up to 100 ml with acetone over 1/4 hr and transferred to another vessel leaving behind a pale gummy ...